This data is from the Open Reaction Database (ORD), a public repository of structured organic reaction records. The task is: describe an organic reaction: reactants, conditions, products, and yield The reactants are COC(=O)[C@@H]1CN([C@@H](C1)C(NCC1=C(C(=CC=C1F)Cl)F)=O)C(NC1=CN(C2=CC=CC=C12)C(N)=O)=O ((3S,5S)-1-(1-carbamoyl-1H-indol-3-ylcarbamoyl)-5-(3-chloro-2,6-difluoro-benzylcarbamoyl)-pyrrolidine-3-carboxylic acid methyl ester), C[Si]([O-])(C)C.[K+] (potassium trimethylsilanolate), Example 353, CCOCC (Et2O). The solvent is O (H2O), C1CCOC1 (THF), CCOC(=O)C (EtOAc), O (H2O). Reaction conditions: time 1.3 hour. Product: C(N)(=O)N1C=C(C2=CC=CC=C12)NC(=O)N1C[C@H](C[C@H]1C(NCC1=C(C(=CC=C1F)Cl)F)=O)C(=O)O ((3S,5S)-1-(1-Carbamoyl-1H-indol-3-ylcarbamoyl)-5-(3-chloro-2,6-difluoro-benzylcarbamoyl)-pyrrolidine-3-carboxylic acid). Reaction SMILES: C[O:2][C:3]([C@H:5]1[CH2:9][C@@H:8]([C:10](=[O:22])[NH:11][CH2:12][C:13]2[C:18]([F:19])=[CH:17][CH:16]=[C:15]([Cl:20])[C:14]=2[F:21])[N:7]([C:23](=[O:37])[NH:24][C:25]2[C:33]3[C:28](=[CH:29][CH:30]=[CH:31][CH:32]=3)[N:27]([C:34](=[O:36])[NH2:35])[CH:26]=2)[CH2:6]1)=[O:4].CCOCC.C[Si](C)(C)[O-].[K+]>C1COCC1.CCOC(C)=O.O>[C:34]([N:27]1[C:28]2[C:33](=[CH:32][CH:31]=[CH:30][CH:29]=2)[C:25]([NH:24][C:23]([N:7]2[C@H:8]([C:10](=[O:22])[NH:11][CH2:12][C:13]3[C:18]([F:19])=[CH:17][CH:16]=[C:15]([Cl:20])[C:14]=3[F:21])[CH2:9][C@H:5]([C:3]([OH:4])=[O:2])[CH2:6]2)=[O:37])=[CH:26]1)(=[O:36])[NH2:35] |f:2.3|. Procedure: To a solution of (3S,5S)-1-(1-carbamoyl-1H-indol-3-ylcarbamoyl)-5-(3-chloro-2,6-difluoro-benzylcarbamoyl)-pyrrolidine-3-carboxylic acid methyl ester Example 353 (50 mg, 0.094 mmol) in THF (0.3 mL)/Et2O (3 mL)/H2O (0.3 mL) was added potassium trimethylsilanolate (19.5 mg, 0.2 mmol) and the resulting suspension was stirred at RT for 1.30 h. The reaction was diluted with EtOAc (15 mL) and H2O (3 mL), and the biphasic mixture was vigorously stirred for 5 min. The layers were separated, and the aqueo...